Dataset: the Open Reaction Database (ORD), a public repository of structured organic reaction records. Task: describe an organic reaction: reactants, conditions, products, and yield The reactants are C1(=CC=C(C=C1)C(=O)[C@]([C@](C(=O)O)(O)C(=O)C1=CC=C(C=C1)C)(O)C(=O)O)C.N[C@@H](C(=O)N1CCCC1)[C@H](C1=CC=NC=C1)O ((−)-(2R,3S)-2-Amino-3-hydroxy-3-pyridin-4-yl-1-pyrrolidin-1-yl-propan-1-one di-p-toluoyl-L-tartrate), [OH-].[K+].C(C)O (KOH Ethanol). RXN SMILES: C1(C)C=CC(C([C@@](C(O)=O)(O)[C@@](C(C2C=CC(C)=CC=2)=O)(O)C(O)=O)=O)=CC=1.[NH2:29][C@H:30]([C@@H:38]([OH:45])[C:39]1[CH:44]=[CH:43][N:42]=[CH:41][CH:40]=1)[C:31]([N:33]1[CH2:37][CH2:36][CH2:35][CH2:34]1)=[O:32].[OH-].[K+].C(O)C>CC(C)=O>[NH2:29][C@H:30]([C@@H:38]([OH:45])[C:39]1[CH:40]=[CH:41][N:42]=[CH:43][CH:44]=1)[C:31]([N:33]1[CH2:37][CH2:36][CH2:35][CH2:34]1)=[O:32] |f:0.1,2.3.4|. Procedure details: Step 3 contains three sub-steps. In step 3a, the (−)-(2R,3S)-2-Amino-3-hydroxy-3-pyridin-4-yl-1-pyrrolidin-1-yl-propan-1-one di-p-toluoyl-L-tartrate (ON-PYRAMIDE DPTL Tartrate) is treated with aqueous KOH/Ethanol and acetone to give the corresponding free base, i.e., (−)-(2R,3S)-2-Amino-3-hydroxy-3-pyridin-4-yl-1-pyrrolidin-1-yl-propan-1-one (ON-PYRAMID free base). Following this, there is a resin treatment with a sulfonic resin. Finally, tartrate formation takes place by treatment of the free b... The solvent is CC(=O)C (acetone). The product is N[C@@H](C(=O)N1CCCC1)[C@H](C1=CC=NC=C1)O ((−)-(2R,3S)-2-Amino-3-hydroxy-3-pyridin-4-yl-1-pyrrolidin-1-yl-propan-1-one).